From a dataset of the Open Reaction Database (ORD), a public repository of structured organic reaction records. describe an organic reaction: reactants, conditions, products, and yield Reactants: COC(=O)CBr, O=C([O-])[O-], Cn1cc(-c2ncc(-c3ccc4cc(O)ccc4c3)o2)c2ccccc21, CC(C)=O, [Cs+], [Cs+]. Product: COC(=O)COc1ccc2cc(-c3cnc(-c4cn(C)c5ccccc45)o3)ccc2c1. Reaction SMILES: [Br:27][CH2:28][C:29](=[O:30])[O:31][CH3:32].[C:33](=[O:34])([O-:35])[O-:36].[CH3:1][n:2]1[cH:3][c:4](-[c:11]2[o:12][c:13](-[c:16]3[cH:17][c:18]4[cH:19][cH:20][c:21]([OH:26])[cH:22][c:23]4[cH:24][cH:25]3)[cH:14][n:15]2)[c:5]2[cH:6][cH:7][cH:8][cH:9][c:10]12.[CH3:39][C:40](=[O:41])[CH3:42].[Cs+:37].[Cs+:38]>>[CH3:1][n:2]1[cH:3][c:4](-[c:11]2[o:12][c:13](-[c:16]3[cH:17][c:18]4[cH:19][cH:20][c:21]([O:26][CH2:28][C:29](=[O:30])[O:31][CH3:32])[cH:22][c:23]4[cH:24][cH:25]3)[cH:14][n:15]2)[c:5]2[cH:6][cH:7][cH:8][cH:9][c:10]12. Reactants: B, ClCCl, CNC(=O)CON=Cc1cc(C(=O)NOCCO)c(Nc2ccc(I)cc2F)c(F)c1F, O=C(O)C(Cl)Cl, c1ccncc1. Yields the product CNC(=O)CONCc1cc(C(=O)NOCCO)c(Nc2ccc(I)cc2F)c(F)c1F. RXN SMILES: [BH3:39].[CH2:46]([Cl:47])[Cl:48].[F:1][c:2]1[c:3]([NH:24][c:25]2[c:26]([F:32])[cH:27][c:28]([I:31])[cH:29][cH:30]2)[c:4]([C:5](=[O:6])[NH:7][O:8][CH2:9][CH2:10][OH:11])[cH:12][c:13]([CH:16]=[N:17][O:18][CH2:19][C:20]([NH:21][CH3:22])=[O:23])[c:14]1[F:15].[OH:40][C:41]([CH:42]([Cl:43])[Cl:44])=[O:45].[n:33]1[cH:34][cH:35][cH:36][cH:37][cH:38]1>>[F:1][c:2]1[c:3]([NH:24][c:25]2[c:26]([F:32])[cH:27][c:28]([I:31])[cH:29][cH:30]2)[c:4]([C:5](=[O:6])[NH:7][O:8][CH2:9][CH2:10][OH:11])[cH:12][c:13]([CH2:16][NH:17][O:18][CH2:19][C:20]([NH:21][CH3:22])=[O:23])[c:14]1[F:15]. Starting materials: C1(=CC=CC=C1)C(C(=O)N=C=O)(C)C1=CC=CC=C1 (2,2-diphenylpropionyl isocyanate), C1(=CC=CC=C1)CCCCO (4-phenyl-butan-1-ol). The product is C1(=CC=CC=C1)CCCCOC(NC(C(C)(C1=CC=CC=C1)C1=CC=CC=C1)=O)=O ((2,2-Diphenyl-propionyl)-carbamic acid 4-phenyl-butyl ester). Reaction SMILES: [C:1]1([C:7]([C:14]2[CH:19]=[CH:18][CH:17]=[CH:16][CH:15]=2)([CH3:13])[C:8]([N:10]=[C:11]=[O:12])=[O:9])[CH:6]=[CH:5][CH:4]=[CH:3][CH:2]=1.[C:20]1([CH2:26][CH2:27][CH2:28][CH2:29][OH:30])[CH:25]=[CH:24][CH:23]=[CH:22][CH:21]=1>>[C:20]1([CH2:26][CH2:27][CH2:28][CH2:29][O:30][C:11](=[O:12])[NH:10][C:8](=[O:9])[C:7]([C:1]2[CH:2]=[CH:3][CH:4]=[CH:5][CH:6]=2)([C:14]2[CH:19]=[CH:18][CH:17]=[CH:16][CH:15]=2)[CH3:13])[CH:25]=[CH:24][CH:23]=[CH:22][CH:21]=1. Procedure: The title compound, yellow oil, MS: m/e=401.5 (M+H+) was prepared in accordance with the general method of example 1 from 2,2-diphenylpropionyl isocyanate and 4-phenyl-butan-1-ol. The reactants are Cl.CO (hydrogen chloride methanol), OC1=CC2=C(C(C=CO2)=O)C=C1 (7-hydroxy-4(4H)-benzopyranone), COC=1C=C(C=O)C=CC1OCC (3-methoxy-4-ethoxybenzaldehyde). Solvent: O (water). Conditions: time 18 hour. The product is COC=1C=C(C=CC1OCC)C=C1COC2=C(C1=O)C=CC(=C2)O (3-[(3-methoxy-4-ethoxyphenyl)methylene]-7-hydroxy-4(4H)-benzopyranone). The yield is 10.7%. RXN SMILES: Cl.CO.[OH:4][C:5]1[CH:15]=[CH:14][C:8]2[C:9](=[O:13])[CH:10]=[CH:11][O:12][C:7]=2[CH:6]=1.[CH3:16][O:17][C:18]1[CH:19]=[C:20]([CH:23]=[CH:24][C:25]=1[O:26][CH2:27][CH3:28])[CH:21]=O>O>[CH3:16][O:17][C:18]1[CH:19]=[C:20]([CH:21]=[C:10]2[C:9](=[O:13])[C:8]3[CH:14]=[CH:15][C:5]([OH:4])=[CH:6][C:7]=3[O:12][CH2:11]2)[CH:23]=[CH:24][C:25]=1[O:26][CH2:27][CH3:28] |f:0.1|. Procedure: After a saturated hydrogen chloride-methanol solution 20 ml was added to 7-hydroxy-4(4H)-benzopyranone 1.0 g and 3-methoxy-4-ethoxybenzaldehyde 1.30 g, the mixture was srtirred for 18 hours, water 100 ml was added, and the precipitated crystals were filtered. The crystals were added to methanol 100 ml of 55° C., and the mixture was stirred for 15 minutes and filtered. The resulting crystals were dried over phosphorous pentoxide for four hours under reduced pressure to obtain the desired compound... Reactants: ice, O(C1=CC=CC=C1)CC(=O)Cl (phenoxyacetyl chloride), NC1C(NC1S(=O)(=O)C1=CC=CC=C1)=O (3-amino-4-phenylsulfonyl-2-azetidinone), C([O-])(O)=O.[Na+] (sodium bicarbonate), ClCCl (dichloromethane). Run in O (water). The product is O(C1=CC=CC=C1)CC(=O)N[C@@H]1C(N[C@H]1S(=O)(=O)C1=CC=CC=C1)=O ((3R-trans)-3-phenoxyacetylamino-4-phenylsulfonyl-2-azetidinone). As a reaction SMILES: [NH2:1][CH:2]1[CH:5]([S:6]([C:9]2[CH:14]=[CH:13][CH:12]=[CH:11][CH:10]=2)(=[O:8])=[O:7])[NH:4][C:3]1=[O:15].C(=O)(O)[O-].[Na+].ClCCl.[O:24]([CH2:31][C:32](Cl)=[O:33])[C:25]1[CH:30]=[CH:29][CH:28]=[CH:27][CH:26]=1>O>[O:24]([CH2:31][C:32]([NH:1][C@H:2]1[C@H:5]([S:6]([C:9]2[CH:14]=[CH:13][CH:12]=[CH:11][CH:10]=2)(=[O:8])=[O:7])[NH:4][C:3]1=[O:15])=[O:33])[C:25]1[CH:30]=[CH:29][CH:28]=[CH:27][CH:26]=1 |f:1.2|. Reported procedure: To an ice-cooled mixture of 7.6 g of 3-amino-4-phenylsulfonyl-2-azetidinone (mixture of cis and trans isomers), 5.1 g of sodium bicarbonate 100 ml of dichloromethane, and 50 ml of water was added dropwise with vigorous stirring 4.0 ml phenoxyacetyl chloride. After 90 minutes the resulting solid was removed by filtration and washed with water and dichloromethane. The solid was dissolved in tetrahydrofuran and precipitated with toluene to give 3.85 g of (3R-trans)-3-phenoxyacetylamino-4-phenylsulf... Yields the product FC1=CC=C(CN2CC(OCC2)CN)C=C1 (1-[4-(4-Fluorobenzyl)morpholin-2-yl]methanamine). As a reaction SMILES: Cl[C:2]1[CH:3]=[C:4]([CH:14]=[CH:15][C:16]=1Cl)[CH2:5][N:6]1[CH2:11][CH2:10][O:9][CH:8]([CH2:12][NH2:13])[CH2:7]1.[F:18]C(F)(F)C(NCC1OCCNC1)=O.FC1C=CC(CCl)=CC=1>>[F:18][C:16]1[CH:15]=[CH:14][C:4]([CH2:5][N:6]2[CH2:11][CH2:10][O:9][CH:8]([CH2:12][NH2:13])[CH2:7]2)=[CH:3][CH:2]=1. The reactants are ClC=1C=C(CN2CC(OCC2)CN)C=CC1Cl ([4-(3,4-Dichlorobenzyl)morpholin-2-yl]methylamine), FC(C(=O)NCC1CNCCO1)(F)F (2,2,2-Trifluoro-N-(morpholin-2-ylmethyl)acetamide), FC1=CC=C(CCl)C=C1 (4-fluorobenzyl chloride). Procedure details: Intermediate 21 was prepared in an analogous manner to Intermediate 1 (Alternative Procedure) from Intermediate 19 and 4-fluorobenzyl chloride, followed by deprotection to yield the title compound. Reactants: CCO, Cl, [Fe], Nc1nc(-c2ccncc2)c(-c2ccncc2)cc1[N+](=O)[O-]. Yields the product Nc1cc(-c2ccncc2)c(-c2ccncc2)nc1N. Reaction SMILES: [CH3:23][CH2:24][OH:25].[ClH:26].[Fe:27].[N+:1]([O-:2])(=[O:3])[c:4]1[cH:5][c:6](-[c:17]2[cH:18][cH:19][n:20][cH:21][cH:22]2)[c:7](-[c:11]2[cH:12][cH:13][n:14][cH:15][cH:16]2)[n:8][c:9]1[NH2:10]>>[NH2:1][c:4]1[cH:5][c:6](-[c:17]2[cH:18][cH:19][n:20][cH:21][cH:22]2)[c:7](-[c:11]2[cH:12][cH:13][n:14][cH:15][cH:16]2)[n:8][c:9]1[NH2:10]. The reactants are CC=C(C)C, CC(C)(C)O, [O-][Cl+][O-], Cl, Cc1c(Nc2ccc(I)cc2F)c(NS(=O)(=O)C2(CC=O)CC2)cn(C)c1=O, [Na+], O. Product: Cc1c(Nc2ccc(I)cc2F)c(NS(=O)(=O)C2(CC(=O)O)CC2)cn(C)c1=O. As a reaction SMILES: [CH3:29][C:30](=[CH:31][CH3:32])[CH3:33].[CH3:39][C:40]([OH:41])([CH3:42])[CH3:43].[Cl+:34]([O-:35])[O-:36].[ClH:38].[F:1][c:2]1[c:3]([NH:9][c:10]2[c:11]([NH:19][S:20](=[O:21])(=[O:22])[C:23]3([CH2:26][CH:27]=[O:28])[CH2:24][CH2:25]3)[cH:12][n:13]([CH3:18])[c:14](=[O:17])[c:15]2[CH3:16])[cH:4][cH:5][c:6]([I:8])[cH:7]1.[Na+:37].[OH2:44]>>[F:1][c:2]1[c:3]([NH:9][c:10]2[c:11]([NH:19][S:20](=[O:21])(=[O:22])[C:23]3([CH2:26][C:27](=[O:28])[OH:35])[CH2:24][CH2:25]3)[cH:12][n:13]([CH3:18])[c:14](=[O:17])[c:15]2[CH3:16])[cH:4][cH:5][c:6]([I:8])[cH:7]1.